From a dataset of the Open Reaction Database (ORD), a public repository of structured organic reaction records. describe an organic reaction: reactants, conditions, products, and yield Starting materials: COC=C1C(=O)OC(C)(C)OC1=O, COC(=O)c1ccc(N)cc1OC, CC(C)O. Product: COC(=O)c1ccc(NC=C2C(=O)OC(C)(C)OC2=O)cc1OC. RXN SMILES: [CH3:14][C:15]1([CH3:26])[O:16][C:17](=[O:25])[C:18](=[CH:22][O:23][CH3:24])[C:19](=[O:21])[O:20]1.[CH3:1][O:2][c:3]1[cH:4][c:5]([NH2:6])[cH:7][cH:8][c:9]1[C:10](=[O:11])[O:12][CH3:13].[CH:27]([OH:28])([CH3:29])[CH3:30]>>[CH3:1][O:2][c:3]1[cH:4][c:5]([NH:6][CH:22]=[C:18]2[C:17](=[O:25])[O:16][C:15]([CH3:14])([CH3:26])[O:20][C:19]2=[O:21])[cH:7][cH:8][c:9]1[C:10](=[O:11])[O:12][CH3:13]. As a reaction SMILES: [C:1]1([C:7]([C:37]2[CH:42]=[CH:41][CH:40]=[CH:39][CH:38]=2)([C:31]2[CH:36]=[CH:35][CH:34]=[CH:33][CH:32]=2)[N:8]2[C:12]([C:13]3[CH:18]=[CH:17][CH:16]=[CH:15][C:14]=3[C:19]3[CH:24]=[CH:23][C:22]([CH2:25][NH:26][CH2:27][CH2:28][CH2:29][CH3:30])=[CH:21][CH:20]=3)=[N:11][N:10]=[N:9]2)[CH:6]=[CH:5][CH:4]=[CH:3][CH:2]=1.[CH2:43]([O:45][C:46]([C:48]1[C:49](Cl)=[N:50][C:51]([CH3:54])=[N:52][CH:53]=1)=[O:47])[CH3:44]>C1COCC1.C(N(CC)CC)C>[CH3:54][C:51]1[N:50]=[C:49]([N:26]([CH2:27][CH2:28][CH2:29][CH3:30])[CH2:25][C:22]2[CH:23]=[CH:24][C:19]([C:14]3[CH:15]=[CH:16][CH:17]=[CH:18][C:13]=3[C:12]3[N:8]([C:7]([C:1]4[CH:6]=[CH:5][CH:4]=[CH:3][CH:2]=4)([C:37]4[CH:38]=[CH:39][CH:40]=[CH:41][CH:42]=4)[C:31]4[CH:32]=[CH:33][CH:34]=[CH:35][CH:36]=4)[N:9]=[N:10][N:11]=3)=[CH:20][CH:21]=2)[C:48]([C:46]([O:45][CH2:43][CH3:44])=[O:47])=[CH:53][N:52]=1. Reported procedure: The product of Example 1A was dissolved in 15 ml of THF containing 4.6 ml of triethylamine. A solution of 1.94 g (9.7 mmoles) of ethyl-2-methyl-4-chloropyrimidine-5-carboxylate (E. Peters, et al., J. Org. Chem. 25 2137 (1960)) in 2 ml of THF was added and the resulting solution was stirred at room temperature for 2 hours. The solution was then concentrated and the resulting residue was dissolved in toluene. The toluene solution was extracted with potassium bicarbonate, dried over sodium sulfate ... Run at time 2 hour. Reactants: C(C)OC(=O)C=1C(=NC(=NC1)C)Cl (ethyl-2-methyl-4-chloropyrimidine-5-carboxylate), C1(=CC=CC=C1)C(N1N=NN=C1C1=C(C=CC=C1)C1=CC=C(C=C1)CNCCCC)(C1=CC=CC=C1)C1=CC=CC=C1 (N-Triphenylmethyl-5-(4'-butylaminomethylbiphenyl-2-yl)tetrazole). Solvent: C1CCOC1 (THF), C1CCOC1 (THF), C(C)N(CC)CC (triethylamine). Product: CC1=NC=C(C(=N1)N(CC1=CC=C(C=C1)C1=C(C=CC=C1)C1=NN=NN1C(C1=CC=CC=C1)(C1=CC=CC=C1)C1=CC=CC=C1)CCCC)C(=O)OCC (Ethyl 2-methyl-4-{N-butyl-N-[{2'-(N-triphenylmethyltetrazol-5-yl)biphenyl-4-yl}methyl]amino}pyrimidine-5-carboxylate). The reactants are C(O)([O-])=O.[Na+] (sodium hydrogencarbonate), C=O (formalin), C(C)(=O)O[BH-](OC(C)=O)OC(C)=O.[Na+] (sodium triacetoxyborohydride), ClC=1C=CC(=NC1)NC(C1=C(C(=CC=C1)O)NC(C1=CC=C(C=C1)C=1C(N(C=CC1)CCN1CCNCC1)=O)=O)=O (N-(5-chloropyridin-2-yl)-3-hydroxy-2-({4-[2-oxo-1-(2-piperazin-1-ylethyl)-1,2-dihydropyridin-3-yl]benzoyl}amino)benzamide). The solvent is O1CCCC1 (tetrahydrofuran). Reaction conditions: time 9 hour. Yields the product Cl.Cl.ClC=1C=CC(=NC1)NC(C1=C(C(=CC=C1)O)NC(C1=CC=C(C=C1)C=1C(N(C=CC1)CCN1CCN(CC1)C)=O)=O)=O (N-(5-chloropyridin-2-yl)-3-hydroxy-2-[(4-{1-[2-(4-methylpiperazin-1-yl)ethyl]-2-oxo-1,2-dihydropyridin-3-yl}benzoyl)amino]benzamide dihydrochloride). The yield is 282.3%. RXN SMILES: [Cl:1][C:2]1[CH:3]=[CH:4][C:5]([NH:8][C:9](=[O:41])[C:10]2[CH:15]=[CH:14][CH:13]=[C:12]([OH:16])[C:11]=2[NH:17][C:18](=[O:40])[C:19]2[CH:24]=[CH:23][C:22]([C:25]3[C:26](=[O:39])[N:27]([CH2:31][CH2:32][N:33]4[CH2:38][CH2:37][NH:36][CH2:35][CH2:34]4)[CH:28]=[CH:29][CH:30]=3)=[CH:21][CH:20]=2)=[N:6][CH:7]=1.C=O.[C:44](O[BH-](OC(=O)C)OC(=O)C)(=O)C.[Na+].C(=O)([O-])O.[Na+]>O1CCCC1>[ClH:1].[ClH:1].[Cl:1][C:2]1[CH:3]=[CH:4][C:5]([NH:8][C:9](=[O:41])[C:10]2[CH:15]=[CH:14][CH:13]=[C:12]([OH:16])[C:11]=2[NH:17][C:18](=[O:40])[C:19]2[CH:24]=[CH:23][C:22]([C:25]3[C:26](=[O:39])[N:27]([CH2:31][CH2:32][N:33]4[CH2:34][CH2:35][N:36]([CH3:44])[CH2:37][CH2:38]4)[CH:28]=[CH:29][CH:30]=3)=[CH:21][CH:20]=2)=[N:6][CH:7]=1 |f:2.3,4.5,7.8.9|. Reported procedure: N-(5-chloropyridin-2-yl)-3-hydroxy-2-({4-[2-oxo-1-(2-piperazin-1-ylethyl)-1,2-dihydropyridin-3-yl]benzoyl}amino)benzamide (393 mg) was dissolved in tetrahydrofuran (10 mL), and an aqueous 37% formalin solution (134 μL) and sodium triacetoxyborohydride (436 mg) were added, followed by stirring at room temperature for 9 hours. An aqueous saturated sodium hydrogencarbonate solution was added to the reaction mixture, followed by extraction with chloroform. The organic layer was dried over anhydrous ...